From a dataset of the Open Reaction Database (ORD), a public repository of structured organic reaction records. describe an organic reaction: reactants, conditions, products, and yield The reactants are FC=1C(N(C(N(C1)S(=O)(=O)C1=CC=C(C=C1)OC)=O)C)=N (5-fluoro-4-imino-1-(4-methoxyphenylsulfonyl)-3-methyl-3,4-dihydropyrimidin-2(1H)-one), FC(C(=O)O)(F)F (trifluoroacetic acid), CSC (dimethylsulfide), 4-methoxysulfonic acid. Run at time 5.5 hour. Product: FC=1C(N(C(NC1)=O)C)=N (5-Fluoro-4-imino-3-methyl-3,4-dihydropyrimidin-2(1H)-one). RXN SMILES: [F:1][C:2]1[C:3](=[NH:21])[N:4]([CH3:20])[C:5](=[O:19])[N:6](S(C2C=CC(OC)=CC=2)(=O)=O)[CH:7]=1.FC(F)(F)C(O)=O.CSC>>[F:1][C:2]1[C:3](=[NH:21])[N:4]([CH3:20])[C:5](=[O:19])[NH:6][CH:7]=1. Procedure details: A 25-mL screw capped vial was charged with 5-fluoro-4-imino-1-(4-methoxyphenylsulfonyl)-3-methyl-3,4-dihydropyrimidin-2(1H)-one (80.4 mg, 0.257 mmol), trifluoroacetic acid (TFA; 16.0 mL, 215 mmol), and dimethylsulfide (94.0 μL, 1.28 mmol). The resulting solution was allowed to stir at room temperature for 5.5 h and was then concentrated to dryness by rotary evaporation at 30° C. The crude material was then dissolved in a minimal amount of methanol (CH3OH; −2 mL) and loaded onto a 5-g normal phas...